Dataset: the Open Reaction Database (ORD), a public repository of structured organic reaction records. Task: describe an organic reaction: reactants, conditions, products, and yield The reactants are O1C(COC2=C3C=NNC3=CC=C2)C1 (4-(2,3-epoxypropoxy)indazole), ( i ). The solvent is C(C)O (ethanol), Cl.C1C(CCC2=CC=CC=C12)NCC(CC1=C2C=NNC2=CC=C1)O (N-(1,2,3,4-tetrahydronaphth-2-yl)-2-hydroxy-3-indazol-4-ylpropanamine hydrochloride). Product: NC1CC2=CC=CC=C2CC1 (2-aminotetralin). Isolated yield 201.6%. RXN SMILES: O1CC1CO[C:5]1[CH:13]=[CH:12][CH:11]=[C:10]2[C:6]=1C=N[NH:9]2>C(O)C.Cl.C1C2C(=CC=CC=2)CCC1NCC(O)CC1C=CC=C2C=1C=NN2>[NH2:9][CH:10]1[CH2:11][CH2:12][C:13]2[C:5](=[CH:13][CH:5]=[CH:6][CH:10]=2)[CH2:6]1 |f:2.3|. Procedure: Following the procedure of Example 27, but starting from 4-(2,3-epoxypropoxy)indazole (1.91 g), prepared as described in BE 853,949, and 2-aminotetralin (1.49 g) in absolute ethanol (30 ml), N-(1,2,3,4-tetrahydronaphth-2-yl)-2-hydroxy-3-indazol-4-ylpropanamine hydrochloride is obtained ((i): R=H, Ar=radical 67, wherein Z= Z'=H, and the chain is attached to position 2 of the tetralin moiety). Reactants: CCOC(=O)C1CCN(c2ccc(C(=O)O)cc2)CC1, CCn1ccc2ccc([N+](=O)[O-])cc21, CCN=C=NCCCN(C)C, CCO. Yields the product CCOC(=O)C1CCN(c2ccc(C(=O)Nc3ccc4ccn(CC)c4c3)cc2)CC1. As a reaction SMILES: [CH2:15]([CH3:16])[O:17][C:18](=[O:19])[CH:20]1[CH2:21][CH2:22][N:23]([c:26]2[cH:27][cH:28][c:29]([C:32](=[O:33])[OH:34])[cH:30][cH:31]2)[CH2:24][CH2:25]1.[CH2:1]([CH3:2])[n:3]1[cH:4][cH:5][c:6]2[cH:7][cH:8][c:9]([N+:12]([O-:13])=[O:14])[cH:10][c:11]12.[CH3:35][CH2:36][N:37]=[C:38]=[N:39][CH2:40][CH2:41][CH2:42][N:43]([CH3:44])[CH3:45].[CH3:46][CH2:47][OH:48]>>[CH2:1]([CH3:2])[n:3]1[cH:4][cH:5][c:6]2[cH:7][cH:8][c:9]([NH:12][C:32]([c:29]3[cH:28][cH:27][c:26]([N:23]4[CH2:22][CH2:21][CH:20]([C:18]([O:17][CH2:15][CH3:16])=[O:19])[CH2:25][CH2:24]4)[cH:31][cH:30]3)=[O:33])[cH:10][c:11]12. Reactants: CC(C)c1ccc(C(=O)CCCCl)cc1, CCC(=O)Nc1cccc(C2CCNCC2)c1. RXN SMILES: [Cl:1][CH2:2][CH2:3][CH2:4][C:5](=[O:6])[c:7]1[cH:8][cH:9][c:10]([CH:13]([CH3:14])[CH3:15])[cH:11][cH:12]1.[NH:16]1[CH2:17][CH2:18][CH:19]([c:22]2[cH:23][c:24]([NH:28][C:29]([CH2:30][CH3:31])=[O:32])[cH:25][cH:26][cH:27]2)[CH2:20][CH2:21]1>>[CH2:2]([CH2:3][CH2:4][C:5](=[O:6])[c:7]1[cH:8][cH:9][c:10]([CH:13]([CH3:14])[CH3:15])[cH:11][cH:12]1)[N:16]1[CH2:17][CH2:18][CH:19]([c:22]2[cH:23][c:24]([NH:28][C:29]([CH2:30][CH3:31])=[O:32])[cH:25][cH:26][cH:27]2)[CH2:20][CH2:21]1. The product is CCC(=O)Nc1cccc(C2CCN(CCCC(=O)c3ccc(C(C)C)cc3)CC2)c1. Starting materials: C[C@@H]1N(CCC1)C=1C(NC2C=CC(=CC2N1)C(=O)OC)=O (methyl 3-((S)-2-methylpyrrolidin-1-yl)-2-oxo-1,2,4a,8a-tetrahydroquinoxaline-6-carboxylate), N1=CC=CC=C1 (pyridine), O(S(=O)(=O)C(F)(F)F)S(=O)(=O)C(F)(F)F (Tf2O). Solvent: ClCCl (dichloromethane). Conditions: time 8 hour. Product: C[C@@H]1N(CCC1)C=1C(=NC2=CC=C(C=C2N1)C(=O)OC)OS(=O)(=O)C(F)(F)F ((S)-methyl 3-(2-methylpyrrolidin-1-yl)-2-(trifluoromethylsulfonyloxy)quinoxaline-6-carboxylate). Reaction SMILES: [CH3:1][C@H:2]1[CH2:6][CH2:5][CH2:4][N:3]1[C:7]1[C:8](=[O:21])[NH:9][CH:10]2[CH:15]([N:16]=1)[CH:14]=[C:13]([C:17]([O:19][CH3:20])=[O:18])[CH:12]=[CH:11]2.N1C=CC=CC=1.[O:28](S(C(F)(F)F)(=O)=O)[S:29]([C:32]([F:35])([F:34])[F:33])(=O)=[O:30]>ClCCl>[CH3:1][C@H:2]1[CH2:6][CH2:5][CH2:4][N:3]1[C:7]1[C:8]([O:21][S:29]([C:32]([F:35])([F:34])[F:33])(=[O:30])=[O:28])=[N:9][C:10]2[C:15]([N:16]=1)=[CH:14][C:13]([C:17]([O:19][CH3:20])=[O:18])=[CH:12][CH:11]=2. Reported procedure: To a solution of methyl 3-((S)-2-methylpyrrolidin-1-yl)-2-oxo-1,2,4a,8a-tetrahydroquinoxaline-6-carboxylate (140.0 mg, 0.48 mmol) in dichloromethane (50 mL) was added pyridine (152 mg, 1.92 mmol) and Tf2O (271 mg, 0.96 mmol), and the reaction mixture was stirred overnight under an atmosphere of nitrogen at room temperature. The reaction mixture was then quenched with water (50 mL), extracted with dichloromethane (3×15 mL), and the organic layers combined, dried over anhydrous magnesium sulfate, ... Isolated yield 80.0%. Reaction SMILES: [F:1][CH:2]([F:20])[O:3][C:4]1[CH:19]=[CH:18][C:7]([CH:8]=[N:9][C:10]2[CH:15]=[CH:14][C:13]([S:16][CH3:17])=[CH:12][CH:11]=2)=[CH:6][CH:5]=1.C[Si]([C:25]#[N:26])(C)C>>[F:20][CH:2]([F:1])[O:3][C:4]1[CH:19]=[CH:18][C:7]([CH:8]([NH:9][C:10]2[CH:15]=[CH:14][C:13]([S:16][CH3:17])=[CH:12][CH:11]=2)[C:25]#[N:26])=[CH:6][CH:5]=1. Reported procedure: Following a procedure similar to that described in Example 1(i), but using 4-difluoromethoxybenzaldehyde and 4-methylthioaniline as starting materials, N-(4-difluoromethoxybenzylidene)-4-methylthioaniline was obtained in a yield of 91%. This aniline compound and trimethylsilyl cyanide were then reacted together in a similar manner to that described in Example 1(ii), to give the title compound as a slightly yellow powder (yield 80%). Starting materials: FC(OC1=CC=C(C=NC2=CC=C(C=C2)SC)C=C1)F (N-(4-difluoromethoxybenzylidene)-4-methylthioaniline), C[Si](C)(C)C#N (trimethylsilyl cyanide). Product: FC(OC1=CC=C(C=C1)C(C#N)NC1=CC=C(C=C1)SC)F (α-(4-Difluoromethoxyphenyl)-α-(4-methylthioanilino)acetonitrile), powder.